From a dataset of the Open Reaction Database (ORD), a public repository of structured organic reaction records. describe an organic reaction: reactants, conditions, products, and yield The reactants are CC(=O)OC(C)=O, ClC(Cl)Cl, Nc1ccc(C(=O)N2CCN(CCc3ccc(Cl)cc3)CC2)c(Cl)c1. Product: CC(=O)Nc1ccc(C(=O)N2CCN(CCc3ccc(Cl)cc3)CC2)c(Cl)c1. RXN SMILES: [CH3:26][C:27](=[O:28])[O:29][C:30](=[O:31])[CH3:32].[CH:33]([Cl:34])([Cl:35])[Cl:36].[NH2:1][c:2]1[cH:3][c:4]([Cl:25])[c:5]([C:6](=[O:7])[N:8]2[CH2:9][CH2:10][N:11]([CH2:14][CH2:15][c:16]3[cH:17][cH:18][c:19]([Cl:22])[cH:20][cH:21]3)[CH2:12][CH2:13]2)[cH:23][cH:24]1>>[NH:1]([c:2]1[cH:3][c:4]([Cl:25])[c:5]([C:6](=[O:7])[N:8]2[CH2:9][CH2:10][N:11]([CH2:14][CH2:15][c:16]3[cH:17][cH:18][c:19]([Cl:22])[cH:20][cH:21]3)[CH2:12][CH2:13]2)[cH:23][cH:24]1)[C:27]([CH3:26])=[O:28]. The reactants are CC(=O)OCC(=O)Cl, C=CCOC1CC(C=C(C)C2OC(=O)C3CCCCN3C(=O)C(=O)C3(O)OC(C(OC)CC(C)CC(C)=CC(CC)C(=O)CC(O)C2C)C(OC)CC3C)CCC1N, ClCCl. The product is C=CCOC1CC(C=C(C)C2OC(=O)C3CCCCN3C(=O)C(=O)C3(O)OC(C(OC)CC(C)CC(C)=CC(CC)C(=O)CC(O)C2C)C(OC)CC3C)CCC1NC(=O)COC(C)=O. Reaction SMILES: [C:59]([CH3:60])(=[O:61])[O:62][CH2:63][C:64](=[O:65])[Cl:66].[CH2:1]([CH3:2])[CH:3]1[C:4](=[O:58])[CH2:5][CH:6]([OH:57])[CH:7]([CH3:56])[CH:8]([C:42](=[CH:43][CH:44]2[CH2:45][CH:46]([O:51][CH2:52][CH:53]=[CH2:54])[CH:47]([NH2:50])[CH2:48][CH2:49]2)[CH3:55])[O:9][C:10](=[O:41])[CH:11]2[CH2:12][CH2:13][CH2:14][CH2:15][N:16]2[C:17](=[O:40])[C:18](=[O:39])[C:19]2([OH:38])[CH:20]([CH3:37])[CH2:21][CH:22]([O:35][CH3:36])[CH:23]([CH:24]([O:32][CH3:33])[CH2:25][CH:26]([CH3:31])[CH2:27][C:28]([CH3:30])=[CH:29]1)[O:34]2.[CH2:67]([Cl:68])[Cl:69]>>[CH2:1]([CH3:2])[CH:3]1[C:4](=[O:58])[CH2:5][CH:6]([OH:57])[CH:7]([CH3:56])[CH:8]([C:42](=[CH:43][CH:44]2[CH2:45][CH:46]([O:51][CH2:52][CH:53]=[CH2:54])[CH:47]([NH:50][C:64]([CH2:63][O:62][C:59]([CH3:60])=[O:61])=[O:65])[CH2:48][CH2:49]2)[CH3:55])[O:9][C:10](=[O:41])[CH:11]2[CH2:12][CH2:13][CH2:14][CH2:15][N:16]2[C:17](=[O:40])[C:18](=[O:39])[C:19]2([OH:38])[CH:20]([CH3:37])[CH2:21][CH:22]([O:35][CH3:36])[CH:23]([CH:24]([O:32][CH3:33])[CH2:25][CH:26]([CH3:31])[CH2:27][C:28]([CH3:30])=[CH:29]1)[O:34]2.